describe an organic reaction: reactants, conditions, products, and yield From a dataset of the Open Reaction Database (ORD), a public repository of structured organic reaction records. The reactants are CCN, Cl, Cc1ccc(S(=O)(=O)OCC2COc3ccc(S(=O)(=O)C(F)(F)F)cc3O2)cc1. Yields the product CCNCC1COc2ccc(S(=O)(=O)C(F)(F)F)cc2O1. As a reaction SMILES: [CH3:30][CH2:31][NH2:32].[ClH:33].[F:1][C:2]([S:3](=[O:4])(=[O:5])[c:6]1[cH:7][cH:8][c:9]2[c:10]([cH:27]1)[O:11][CH:12]([CH2:15][O:16][S:17]([c:18]1[cH:19][cH:20][c:21]([CH3:22])[cH:23][cH:24]1)(=[O:25])=[O:26])[CH2:13][O:14]2)([F:28])[F:29]>>[F:1][C:2]([S:3](=[O:4])(=[O:5])[c:6]1[cH:7][cH:8][c:9]2[c:10]([cH:27]1)[O:11][CH:12]([CH2:15][NH:32][CH2:31][CH3:30])[CH2:13][O:14]2)([F:28])[F:29]. Starting materials: OCc1nc2nc(Cl)nc(N3CCOCC3)c2s1, BrP(Br)Br, c1ccccc1. Yields the product Clc1nc(N2CCOCC2)c2sc(CBr)nc2n1. As a reaction SMILES: [Cl:1][c:2]1[n:3][c:4]([N:13]2[CH2:14][CH2:15][O:16][CH2:17][CH2:18]2)[c:5]2[c:6]([n:7]1)[n:8][c:9]([CH2:11][OH:12])[s:10]2.[P:19]([Br:20])([Br:21])[Br:22].[cH:23]1[cH:24][cH:25][cH:26][cH:27][cH:28]1>>[Cl:1][c:2]1[n:3][c:4]([N:13]2[CH2:14][CH2:15][O:16][CH2:17][CH2:18]2)[c:5]2[c:6]([n:7]1)[n:8][c:9]([CH2:11][Br:20])[s:10]2.